Task: describe an organic reaction: reactants, conditions, products, and yield. Dataset: the Open Reaction Database (ORD), a public repository of structured organic reaction records Reactants: Cc1ccc(S(=O)(=O)O)cc1, [Na+], O=C([O-])O, O, OCCCO, Cc1ccc(S(=O)(=O)OC2CCC3(C)C(=CCC4C5CCC(=O)C5(C)CCC43)C2)cc1. Product: CC12CCC3C(CC=C4CC(OCCCO)CCC43C)C1CCC2=O. Reaction SMILES: [CH3:37][c:38]1[cH:39][cH:40][c:41]([S:42]([OH:43])(=[O:44])=[O:45])[cH:46][cH:47]1.[Na+:52].[O-:48][C:49]([OH:50])=[O:51].[OH2:53].[OH:32][CH2:33][CH2:34][CH2:35][OH:36].[c:1]1([CH3:2])[cH:3][cH:4][c:5]([S:6]([O:7][CH:11]2[CH2:12][C:13]3=[CH:14][CH2:15][CH:16]4[CH:17]5[CH2:18][CH2:19][C:20](=[O:30])[C:21]5([CH3:22])[CH2:23][CH2:24][CH:25]4[C:26]3([CH3:29])[CH2:27][CH2:28]2)(=[O:8])=[O:9])[cH:10][cH:31]1>>[CH:11]1([O:36][CH2:35][CH2:34][CH2:33][OH:32])[CH2:12][C:13]2=[CH:14][CH2:15][CH:16]3[CH:17]4[CH2:18][CH2:19][C:20](=[O:30])[C:21]4([CH3:22])[CH2:23][CH2:24][CH:25]3[C:26]2([CH3:29])[CH2:27][CH2:28]1. The reactants are Cl.C1(=CC=CC=C1)NS(=O)(=O)C1=CC=C2CCNCC2=C1 (7-(Phenylsulphamoyl)-1,2,3,4-tetrahydroisoquinoline hydrochloride), C(C)OC(CCCCBr)=O (ethyl-5-bromovalerate), ethyl ester. The product is C1(=CC=CC=C1)NS(=O)(=O)C1=CC=C2CCN(CC2=C1)CCCCC(=O)O (5-(7-phenylsulphamoyl-1,2,3,4-tetrahydroisoquinolin-2-yl)valeric acid). RXN SMILES: Cl.[C:2]1([NH:8][S:9]([C:12]2[CH:21]=[C:20]3[C:15]([CH2:16][CH2:17][NH:18][CH2:19]3)=[CH:14][CH:13]=2)(=[O:11])=[O:10])[CH:7]=[CH:6][CH:5]=[CH:4][CH:3]=1.C([O:24][C:25](=[O:31])[CH2:26][CH2:27][CH2:28][CH2:29]Br)C>>[C:2]1([NH:8][S:9]([C:12]2[CH:21]=[C:20]3[C:15]([CH2:16][CH2:17][N:18]([CH2:29][CH2:28][CH2:27][CH2:26][C:25]([OH:31])=[O:24])[CH2:19]3)=[CH:14][CH:13]=2)(=[O:11])=[O:10])[CH:3]=[CH:4][CH:5]=[CH:6][CH:7]=1 |f:0.1|. Procedure details: 7-(Phenylsulphamoyl)-1,2,3,4-tetrahydroisoquinoline hydrochloride was reacted with ethyl-5-bromovalerate under conditions analogous to those described in Example 5 and the resulting ethyl ester was hydrolysed according to the method described in Example 2(b) to give 5-(7-phenylsulphamoyl-1,2,3,4-tetrahydroisoquinolin-2-yl)valeric acid as a colourless microcrystalline solid. mpt. 176°-176.5° C. (acetonitrile/ethanol).